Dataset: the Open Reaction Database (ORD), a public repository of structured organic reaction records. Task: describe an organic reaction: reactants, conditions, products, and yield The reactants are CC(=O)SC1CC(C2CC2C(=O)N(C)C)N(C(=O)OCc2ccc([N+](=O)[O-])cc2)C1, CO, Cl, [Na+], [OH-], O. Product: CN(C)C(=O)C1CC1C1CC(S)CN1C(=O)OCc1ccc([N+](=O)[O-])cc1. RXN SMILES: [CH3:1][N:2]([C:3](=[O:4])[CH:5]1[CH:6]([CH:8]2[N:9]([C:17](=[O:18])[O:19][CH2:20][c:21]3[cH:22][cH:23][c:24]([N+:27](=[O:28])[O-:29])[cH:25][cH:26]3)[CH2:10][CH:11]([S:13][C:14](=[O:15])[CH3:16])[CH2:12]2)[CH2:7]1)[CH3:30].[CH3:35][OH:36].[ClH:33].[Na+:32].[OH-:31].[OH2:34]>>[CH3:1][N:2]([C:3](=[O:4])[CH:5]1[CH:6]([CH:8]2[N:9]([C:17](=[O:18])[O:19][CH2:20][c:21]3[cH:22][cH:23][c:24]([N+:27](=[O:28])[O-:29])[cH:25][cH:26]3)[CH2:10][CH:11]([SH:13])[CH2:12]2)[CH2:7]1)[CH3:30].